From a dataset of the Open Reaction Database (ORD), a public repository of structured organic reaction records. describe an organic reaction: reactants, conditions, products, and yield Starting materials: ClC1=C2C(C(NC2=CC=C1)=O)=O (4-chloro isatin), C(C)(C)(C)N=P1(N(CCCN1C)C)N(CC)CC (2-tert-butylimino-2-diethylamino-1,3-dimethyl-perhydro-1,3,2-diazaphosphorine), ClC1=C(CBr)C=CC=C1 (2-chlorobenzyl bromide). Run in C(C)#N (acetonitrile), C(C)(=O)OCC (ethyl acetate). The product is ClC1=C2C(C(N(C2=CC=C1)CC1=C(C=CC=C1)Cl)=O)=O (4-Chloro-1-(2-chloro-benzyl)-1H-indole-2,3-dione). Yield: 94.5%. RXN SMILES: [Cl:1][C:2]1[CH:10]=[CH:9][CH:8]=[C:7]2[C:3]=1[C:4](=[O:12])[C:5](=[O:11])[NH:6]2.C(N=P1(N(CC)CC)N(C)CCCN1C)(C)(C)C.[Cl:31][C:32]1[CH:39]=[CH:38][CH:37]=[CH:36][C:33]=1[CH2:34]Br>C(#N)C.C(OCC)(=O)C>[Cl:1][C:2]1[CH:10]=[CH:9][CH:8]=[C:7]2[C:3]=1[C:4](=[O:12])[C:5](=[O:11])[N:6]2[CH2:34][C:33]1[CH:36]=[CH:37][CH:38]=[CH:39][C:32]=1[Cl:31]. Procedure details: Partially dissolve 4-chloro isatin (118 mg, 0.65 mmol) in acetonitrile (4 mL). Add 2-tert-butylimino-2-diethylamino-1,3-dimethyl-perhydro-1,3,2-diazaphosphorine (0.207 ml, 0.72 mmol) and after 5 min add 2-chlorobenzyl bromide (0.084 mL, 0.65 mmol). After 4 h dilute with ethyl acetate (50 mL) and wash with 1N HCl (2×20 mL), water, and brine. Dry (Na2SO4), filter and concentrate in vacuo to give 188 mg (94%) of the title compound as crude material as a red solid. MS (ES): m/z=306 (M+1). Reactants: CC(=O)O[BH-](OC(C)=O)OC(C)=O, O=C([O-])O, C=O, ClCCl, [Na+], [Na+], Cc1cc2c(s1)Nc1ccccc1N=C2N1CCNC(CCc2ccoc2)C1. Yields the product Cc1cc2c(s1)Nc1ccccc1N=C2N1CCN(C)C(CCc2ccoc2)C1. RXN SMILES: [C:31]([O:32][BH-:33]([O:34][C:35](=[O:36])[CH3:37])[O:38][C:39](=[O:40])[CH3:41])(=[O:42])[CH3:43].[C:48](=[O:49])([OH:50])[O-:51].[CH2:1]=[O:2].[CH2:45]([Cl:46])[Cl:47].[Na+:44].[Na+:52].[o:3]1[cH:4][c:5]([CH2:8][CH2:9][CH:10]2[CH2:11][N:12]([C:16]3=[N:17][c:18]4[c:19]([cH:27][cH:28][cH:29][cH:30]4)[NH:20][c:21]4[s:22][c:23]([CH3:26])[cH:24][c:25]43)[CH2:13][CH2:14][NH:15]2)[cH:6][cH:7]1>>[o:3]1[cH:4][c:5]([CH2:8][CH2:9][CH:10]2[CH2:11][N:12]([C:16]3=[N:17][c:18]4[c:19]([cH:27][cH:28][cH:29][cH:30]4)[NH:20][c:21]4[s:22][c:23]([CH3:26])[cH:24][c:25]43)[CH2:13][CH2:14][N:15]2[CH3:31])[cH:6][cH:7]1. Reactants: CN=C=O, ClCCl, CC(Nc1nccc(-n2cnc3ccccc32)n1)C1CCCNC1. Yields the product CNC(=O)N1CCCC(C(C)Nc2nccc(-n3cnc4ccccc43)n2)C1. RXN SMILES: [CH3:25][N:26]=[C:27]=[O:28].[Cl:29][CH2:30][Cl:31].[NH:1]1[CH2:2][CH:3]([CH:7]([CH3:8])[NH:9][c:10]2[n:11][cH:12][cH:13][c:14](-[n:16]3[cH:17][n:18][c:19]4[c:20]3[cH:21][cH:22][cH:23][cH:24]4)[n:15]2)[CH2:4][CH2:5][CH2:6]1>>[N:1]1([C:27]([NH:26][CH3:25])=[O:28])[CH2:2][CH:3]([CH:7]([CH3:8])[NH:9][c:10]2[n:11][cH:12][cH:13][c:14](-[n:16]3[cH:17][n:18][c:19]4[c:20]3[cH:21][cH:22][cH:23][cH:24]4)[n:15]2)[CH2:4][CH2:5][CH2:6]1. Reaction conditions: time 8 hour. The reactants are [H-].[Al+3].[Li+].[H-].[H-].[H-] (lithium aluminum hydride), O=C1CC(CN1CC1=CC=CC=C1)CNCC(F)(F)F (5-oxo-1-(phenylmethyl)-N-(2,2,2-trifluoroethyl)-3-pyrrolidinemethanamine), O (water), [OH-].[Na+] (sodium hydroxide), O (water). Reported procedure: A mixture of 8.50 g (28.3 mole) of 5-oxo-1-(phenylmethyl)-N-(2,2,2-trifluoroethyl)-3-pyrrolidinemethanamine in 100 ml tetrahydrofuran was added dropwise to 3.22 g (84.9 mmole) of lithium aluminum hydride in 50 ml tetrahydrofuran. The reaction was refluxed two hours, then stirred at room temperature overnight. The reaction was cooled in an ice bath and 3.2 ml of water, 3.2 ml of 15% sodium hydroxide, and 9.6 ml of water were added. The precipitated salts were filtered and washed with hot ethanol.... Reaction SMILES: O=[C:2]1[N:6]([CH2:7][C:8]2[CH:13]=[CH:12][CH:11]=[CH:10][CH:9]=2)[CH2:5][CH:4]([CH2:14][NH:15][CH2:16][C:17]([F:20])([F:19])[F:18])[CH2:3]1.[H-].[Al+3].[Li+].[H-].[H-].[H-].O.[OH-].[Na+]>O1CCCC1>[C:8]1([CH2:7][N:6]2[CH2:2][CH2:3][CH:4]([CH2:14][NH:15][CH2:16][C:17]([F:20])([F:18])[F:19])[CH2:5]2)[CH:9]=[CH:10][CH:11]=[CH:12][CH:13]=1 |f:1.2.3.4.5.6,8.9|. Yields the product C1(=CC=CC=C1)CN1CC(CC1)CNCC(F)(F)F (phenylmethyl-N-(2,2,2-trifluoroethyl)-3-pyrrolidinemethanamine). Run in O1CCCC1 (tetrahydrofuran), O1CCCC1 (tetrahydrofuran). Starting materials: CN(CCCOC1=C(C=C(C=C1)[N+](=O)[O-])O)C (2-(3-(Dimethylamino)propoxy)-5-nitrophenol), [Cl-].[NH4+] (ammonium chloride). Reagents/catalysts: [Fe] (iron). The solvent is O (water), C([O-])([O-])=O.[Na+].[Na+] (sodium carbonate), O (water), C1CCOC1 (THF). The product is NC=1C=CC(=C(C1)O)OCCCN(C)C (5-Amino-2-(3-(dimethylamino)propoxy)phenol). Yield: 24.0%. Reaction SMILES: [CH3:1][N:2]([CH3:17])[CH2:3][CH2:4][CH2:5][O:6][C:7]1[CH:12]=[CH:11][C:10]([N+:13]([O-])=O)=[CH:9][C:8]=1[OH:16].[Cl-].[NH4+]>C1COCC1.O.C(=O)([O-])[O-].[Na+].[Na+].[Fe]>[NH2:13][C:10]1[CH:11]=[CH:12][C:7]([O:6][CH2:5][CH2:4][CH2:3][N:2]([CH3:1])[CH3:17])=[C:8]([OH:16])[CH:9]=1 |f:1.2,5.6.7|. Procedure details: 2-(3-(Dimethylamino)propoxy)-5-nitrophenol (220 mg 0.92 mmol), ammonium chloride (232 mg, 4.34 mmol) and powdered iron (242 mg, 4.33 mmol) were suspended in THF (5 ml) and water (10 ml) and the mixture was stirred at 70° C. overnight. The reaction mixture was diluted with water, neutralised to pH=6 with sodium carbonate and extracted with ethyl acetate (×3). The organic phase was washed successively with water and brine, dried over magnesium sulphate, filtered and the solvent evaporated under re... Starting materials: aqueous solution, C([O-])([O-])=O.[Na+].[Na+] (sodium carbonate), CC(CO)=CC1=CC=C(C=C1)C (2-methyl-3-(4-methylphenyl)-2-propen-1-ol), CN(C=O)C (dimethylformamide), S(=O)(Cl)Cl (thionyl chloride). Solvent: C1(=CC=CC=C1)C (toluene), O (Water), C1(=CC=CC=C1)C (toluene), C1(=CC=CC=C1)C (toluene). Conditions: temperature 13.5 celsius, time 1.5 hour. Product: ClCC(=CC1=CC=C(C=C1)C)C (1-(3-chloro-2-methyl-1-propenyl)-4-methylbenzene). The yield is 87.3%. Reaction SMILES: [CH3:1][C:2](=[CH:5][C:6]1[CH:11]=[CH:10][C:9]([CH3:12])=[CH:8][CH:7]=1)[CH2:3]O.CN(C)C=O.S(Cl)([Cl:20])=O.C(=O)([O-])[O-].[Na+].[Na+]>C1(C)C=CC=CC=1.O>[Cl:20][CH2:3][C:2]([CH3:1])=[CH:5][C:6]1[CH:11]=[CH:10][C:9]([CH3:12])=[CH:8][CH:7]=1 |f:3.4.5|. Reported procedure: To a solution of 2-methyl-3-(4-methylphenyl)-2-propen-1-ol (750 g) in toluene (2367 ml) was added dimethylformamide (29.6 ml). To the solution was added dropwise thionyl chloride (431.1 ml) at 20° C. or below and the solution was stirred at 12 to 15° C. for 1.5 hr. Water was then added thereto under ice-cooling. The toluene layer was fractionated and a 10% aqueous solution of sodium carbonate was added thereto to adjust the pH to 5. The toluene layer was fractionated again, washed successively w... Reactants: CN1C(=NC(=CC1=O)OC)C(C)C (1-methyl-2-isopropyl-4-methoxy-6-oxo-1,6-dihydro-pyrimidine), Cl (hydrochloride), Cl (hydrochloric acid). The solvent is CC(=O)C (acetone), CCOCC (ether). The product is CN1C(=NC(=CC1=O)O)C(C)C (1-methyl-2-isopropyl-4-hydroxy-6-oxo-1,6-dihydro-pyrimidine). The yield is 7.0%. As a reaction SMILES: [CH3:1][N:2]1[C:7](=[O:8])[CH:6]=[C:5]([O:9]C)[N:4]=[C:3]1[CH:11]([CH3:13])[CH3:12].Cl>CC(C)=O.CCOCC>[CH3:1][N:2]1[C:7](=[O:8])[CH:6]=[C:5]([OH:9])[N:4]=[C:3]1[CH:11]([CH3:13])[CH3:12]. Procedure: 6 g (0.33 mol) of 1-methyl-2-isopropyl-4-methoxy-6-oxo-1,6-dihydro-pyrimidine (for preparation, see line 15 this page) were dissolved in 30 ml of acetone and converted to the hydrochloride by adding a solution of hydrochloric acid in ether. The salt was filtered off and after drying was warmed for 20 minutes to 150°-155° C. After the elimination of methyl chloride had ceased, the material was cooled, triturated with ether and filtered off. 3.9 g (92% of theory) of 1-methyl-2-isopropyl-4-hydroxy-...